From a dataset of the Open Reaction Database (ORD), a public repository of structured organic reaction records. describe an organic reaction: reactants, conditions, products, and yield Starting materials: Cl (HCl), ClC1=NC(=C2N=C(N(C2=N1)C)C1(CNCCC1)O)N1CCOCC1 (3-(2-chloro-9-methyl-6-morpholino-9H-purin-8-yl)piperidin-3-ol), C(C)(C)I (isopropyl iodide), C([O-])([O-])=O.[Cs+].[Cs+] (cesium carbonate), CCN(C(C)C)C(C)C (DIPEA). Run in CN(C)C=O (DMF), C(C)(=O)OCC (Ethyl acetate). Run at temperature 50 celsius. The product is ClC1=NC(=C2N=C(N(C2=N1)C)C1(CN(CCC1)C(C)C)O)N1CCOCC1 (3-(2-chloro-9-methyl-6-morpholino-9H-purin-8-yl)-1-isopropylpiperidin-3-ol). RXN SMILES: Cl.[Cl:2][C:3]1[N:11]=[C:10]2[C:6]([N:7]=[C:8]([C:13]3([OH:19])[CH2:18][CH2:17][CH2:16][NH:15][CH2:14]3)[N:9]2[CH3:12])=[C:5]([N:20]2[CH2:25][CH2:24][O:23][CH2:22][CH2:21]2)[N:4]=1.[CH:26](I)([CH3:28])[CH3:27].C(=O)([O-])[O-].[Cs+].[Cs+].CCN(C(C)C)C(C)C>CN(C=O)C.C(OCC)(=O)C>[Cl:2][C:3]1[N:11]=[C:10]2[C:6]([N:7]=[C:8]([C:13]3([OH:19])[CH2:18][CH2:17][CH2:16][N:15]([CH:26]([CH3:28])[CH3:27])[CH2:14]3)[N:9]2[CH3:12])=[C:5]([N:20]2[CH2:21][CH2:22][O:23][CH2:24][CH2:25]2)[N:4]=1 |f:3.4.5|. Procedure: The HCl salt of 3-(2-chloro-9-methyl-6-morpholino-9H-purin-8-yl)piperidin-3-ol (70 mg) was reacted with isopropyl iodide (1.5 eq), cesium carbonate (2 eq) and DIPEA (3 eq) in DMF (1 mL). The reaction was heated at 50° C. for several hours until complete. The reaction mixture was diluted with Ethyl acetate and extracted with a saturated ammonium chloride solution. The organic layer was dried, filtered and concentrated to give 70 mg of crude 3-(2-chloro-9-methyl-6-morpholino-9H-purin-8-yl)-1-isopr...